Dataset: the Open Reaction Database (ORD), a public repository of structured organic reaction records. Task: describe an organic reaction: reactants, conditions, products, and yield Starting materials: CN(C)C=O, CCOC(C)=O, [H-], Ic1cn[nH]c1, [Na+], O, Cc1ccc(S(=O)(=O)Cl)cc1. Product: Cc1ccc(S(=O)(=O)n2cc(I)cn2)cc1. As a reaction SMILES: [CH3:21][N:22]([CH3:23])[CH:24]=[O:25].[CH3:26][CH2:27][O:28][C:29](=[O:30])[CH3:31].[H-:7].[I:1][c:2]1[cH:3][n:4][nH:5][cH:6]1.[Na+:8].[OH2:20].[c:9]1([CH3:19])[cH:10][cH:11][c:12]([S:15](=[O:16])(=[O:17])[Cl:18])[cH:13][cH:14]1>>[I:1][c:2]1[cH:3][n:4][n:5]([S:15]([c:12]2[cH:11][cH:10][c:9]([CH3:19])[cH:14][cH:13]2)(=[O:16])=[O:17])[cH:6]1. Solvent: CN(C=O)C (dimethylformamide), CN(C=O)C (dimethylformamide). Product: C1(=CC=CC=C1)N1N=NN=C1SC1(OC(=O)C2=CC(=CC=C12)[N+](=O)[O-])C1=CC=CC=C1 (3-(1-phenyltetrazole-5-ylthio)-3-phenyl-6-nitrophthalide). RXN SMILES: CC(C)([O-])C.[K+].[C:7]1([N:13]2[C:17]([SH:18])=[N:16][N:15]=[N:14]2)[CH:12]=[CH:11][CH:10]=[CH:9][CH:8]=1.Cl[C:20]1([C:33]2[CH:38]=[CH:37][CH:36]=[CH:35][CH:34]=2)[C:29]2[C:24](=[CH:25][C:26]([N+:30]([O-:32])=[O:31])=[CH:27][CH:28]=2)[C:22](=[O:23])[O:21]1.[Cl-].[NH4+]>CN(C)C=O>[C:7]1([N:13]2[C:17]([S:18][C:20]3([C:33]4[CH:38]=[CH:37][CH:36]=[CH:35][CH:34]=4)[C:29]4[C:24](=[CH:25][C:26]([N+:30]([O-:32])=[O:31])=[CH:27][CH:28]=4)[C:22](=[O:23])[O:21]3)=[N:16][N:15]=[N:14]2)[CH:8]=[CH:9][CH:10]=[CH:11][CH:12]=1 |f:0.1,4.5|. Starting materials: CC(C)([O-])C.[K+] (potassium tert-butoxide), C1(=CC=CC=C1)N1N=NN=C1S (1-phenyl-5-mercaptotetrazole), ClC1(OC(=O)C2=CC(=CC=C12)[N+](=O)[O-])C1=CC=CC=C1 (3-chloro-3-phenyl 6-nitrophthalide), saturated aqueous solution, [Cl-].[NH4+] (ammonium chloride). Procedure details: To 20 ml of thionyl chloride was added 25 g of 2-benzoyl-5-nitrobenzoic acid. The mixture was heated and stirred for 3 hours on the oil bath kept at a temperature of 60° C. Excess thionyl chloride was distilled away under reduced pressure, and 27.5 g of 3-chloro-4-phenyl-6-nitrophthalide was obtained as a brown oily substance. Separately, 4.48 g (0.04 mol.) of potassium tert-butoxide and 5.34 g (0.03 mol.) of 1-phenyl-5-mercaptotetrazole were added to 200 ml of dried dimethylformamide, and stirr... Conditions: time 20 minute. Reaction SMILES: [B-:41]([F:42])([F:43])([F:44])[F:45].[CH:1]1([N:6]2[c:7]3[c:8]([cH:17][n:18][c:19]([NH:21][c:22]4[c:23]([F:31])[cH:24][c:25]([C:26](=[O:27])[OH:28])[cH:29][cH:30]4)[n:20]3)[N:9]([CH3:16])[C:10](=[O:15])[C:11]3([CH2:12][CH2:13]3)[CH2:14]2)[CH2:2][CH2:3][CH2:4][CH2:5]1.[CH:32]([N:33]([CH2:34][CH3:35])[CH:36]([CH3:37])[CH3:38])([CH3:39])[CH3:40].[Cl:71][CH2:72][Cl:73].[NH2:63][N:64]1[CH2:65][CH2:66][N:67]([CH3:70])[CH2:68][CH2:69]1.[n:46]1([O:47][C:48]([N:49]([CH3:50])[CH3:51])=[N+:52]([CH3:53])[CH3:54])[c:55]2[cH:56][cH:57][cH:58][cH:59][c:60]2[n:61][n:62]1>>[CH:1]1([N:6]2[c:7]3[c:8]([cH:17][n:18][c:19]([NH:21][c:22]4[c:23]([F:31])[cH:24][c:25]([C:26](=[O:28])[NH:63][N:64]5[CH2:65][CH2:66][N:67]([CH3:70])[CH2:68][CH2:69]5)[cH:29][cH:30]4)[n:20]3)[N:9]([CH3:16])[C:10](=[O:15])[C:11]3([CH2:12][CH2:13]3)[CH2:14]2)[CH2:2][CH2:3][CH2:4][CH2:5]1. Starting materials: F[B-](F)(F)F, CN1C(=O)C2(CC2)CN(C2CCCC2)c2nc(Nc3ccc(C(=O)O)cc3F)ncc21, CCN(C(C)C)C(C)C, ClCCl, CN1CCN(N)CC1, CN(C)C(On1nnc2ccccc21)=[N+](C)C. Yields the product CN1CCN(NC(=O)c2ccc(Nc3ncc4c(n3)N(C3CCCC3)CC3(CC3)C(=O)N4C)c(F)c2)CC1. Reactants: O1C(C1)CN1C(C2=CC=CC=C2C1=O)=O (2-(oxiran-2-ylmethyl)isoindoline-1,3-dione), N1CCCCC1 (piperidine). The solvent is C(C)O (ethanol). The product is OC(CN1C(C2=CC=CC=C2C1=O)=O)CN1CCCCC1 (2-(2-hydroxy-3-(piperidin-1-yl)propyl)isoindoline-1,3-dione). Yield: 70.8%. RXN SMILES: [O:1]1[CH2:3][CH:2]1[CH2:4][N:5]1[C:13](=[O:14])[C:12]2[C:7](=[CH:8][CH:9]=[CH:10][CH:11]=2)[C:6]1=[O:15].[NH:16]1[CH2:21][CH2:20][CH2:19][CH2:18][CH2:17]1>C(O)C>[OH:1][CH:2]([CH2:3][N:16]1[CH2:21][CH2:20][CH2:19][CH2:18][CH2:17]1)[CH2:4][N:5]1[C:13](=[O:14])[C:12]2[C:7](=[CH:8][CH:9]=[CH:10][CH:11]=2)[C:6]1=[O:15]. Procedure details: To a solution of 2-(oxiran-2-ylmethyl)isoindoline-1,3-dione (1.0 g, 4.9 mmol) in ethanol (25 mL) was added piperidine (0.46 g, 5.4 mmol). The resulting reaction mixture was heated at reflux for 1 hour. After this time, TLC analysis showed no starting material remaining so the mixture was concentrated to afford the title product as oil (1.0 g). The titled product structure was confirmed by LC/MS analysis. MS m/z: 289.21 [M+H]+. The resulting hydroxylamine was dissolved in ethanol (20 mL) and to w... Starting materials: OC1=C(C(N(C2=NC=CC=C12)C1=CC=CC=C1)=O)CC(CCCC)O (4-hydroxy-3-(2-hydroxyhexyl)-1-phenyl-1,8-naphthyridin-2(1H)-one), O (water). Run in Br (HBr). Conditions: temperature 80 celsius. Yields the product C(CCC)C1CC=2C(N(C=3N=CC=CC3C2O1)C1=CC=CC=C1)=O (2-n-Butyl-3,5-dihydro-5-phenyl-furo[3,2-c][1,8]naphthyridin-4(2H)-one). Reaction SMILES: O[C:2]1[C:11]2[C:6](=[N:7][CH:8]=[CH:9][CH:10]=2)[N:5]([C:12]2[CH:17]=[CH:16][CH:15]=[CH:14][CH:13]=2)[C:4](=[O:18])[C:3]=1[CH2:19][CH:20]([OH:25])[CH2:21][CH2:22][CH2:23][CH3:24].O>Br>[CH2:21]([CH:20]1[O:25][C:2]2[C:11]3[CH:10]=[CH:9][CH:8]=[N:7][C:6]=3[N:5]([C:12]3[CH:13]=[CH:14][CH:15]=[CH:16][CH:17]=3)[C:4](=[O:18])[C:3]=2[CH2:19]1)[CH2:22][CH2:23][CH3:24]. Reported procedure: A solution of 4-hydroxy-3-(2-hydroxyhexyl)-1-phenyl-1,8-naphthyridin-2(1H)-one (2 g.) in 47% HBr was stirred in an atmosphere of nitrogen and heated to 80° C. for 41/2 hrs. after which time it was cooled and poured into water. The precipitate was filtered off, washed with water, dried in air, recrystallized from ethanol/charcoal to yield the product m.p. 179°-180° C.